From a dataset of the Open Reaction Database (ORD), a public repository of structured organic reaction records. describe an organic reaction: reactants, conditions, products, and yield Reactants: CCCCc1nc2ccc(N3CCCCC3)cc2n1Cc1ccc(-c2ccccc2C(=O)OC(C)(C)C)cc1, O=C(O)C(F)(F)F. Yields the product CCCCc1nc2ccc(N3CCCCC3)cc2n1Cc1ccc(-c2ccccc2C(=O)O)cc1. As a reaction SMILES: [CH2:1]([CH2:2][CH2:3][CH3:4])[c:5]1[n:6][c:7]2[c:8]([n:9]1[CH2:10][c:11]1[cH:12][cH:13][c:14](-[c:17]3[c:18]([C:23](=[O:24])[O:25][C:26]([CH3:27])([CH3:28])[CH3:29])[cH:19][cH:20][cH:21][cH:22]3)[cH:15][cH:16]1)[cH:30][c:31]([N:34]1[CH2:35][CH2:36][CH2:37][CH2:38][CH2:39]1)[cH:32][cH:33]2.[OH:40][C:41]([C:42]([F:43])([F:44])[F:45])=[O:46]>>[CH2:1]([CH2:2][CH2:3][CH3:4])[c:5]1[n:6][c:7]2[c:8]([n:9]1[CH2:10][c:11]1[cH:12][cH:13][c:14](-[c:17]3[c:18]([C:23](=[O:24])[OH:25])[cH:19][cH:20][cH:21][cH:22]3)[cH:15][cH:16]1)[cH:30][c:31]([N:34]1[CH2:35][CH2:36][CH2:37][CH2:38][CH2:39]1)[cH:32][cH:33]2. Reactants: FC(C=1C=C(C=CC1)N=C=O)(F)F (3-(trifluoromethyl)phenyl isocyanate), N[C@H](C(=O)N[C@@H]1CN(CC1)CC1=CC=CC=C1)C(C)(C)C (2-(S)-Amino-N-(1-benzyl-pyrrolidin-3-(S)-yl)-3,3-dimethyl-butyramide). Yields the product C(C1=CC=CC=C1)N1C[C@H](CC1)NC([C@H](C(C)(C)C)NC(=O)NC1=CC(=CC=C1)C(F)(F)F)=O (N-(1-Benzyl-pyrrolidin-3-(S)-yl)-3,3-dimethyl-2-(S)-[3-(3-trifluoromethyl-phenyl)-ureido]-butyramide). As a reaction SMILES: [F:1][C:2]([F:13])([F:12])[C:3]1[CH:4]=[C:5]([N:9]=[C:10]=[O:11])[CH:6]=[CH:7][CH:8]=1.[NH2:14][C@@H:15]([C:31]([CH3:34])([CH3:33])[CH3:32])[C:16]([NH:18][C@H:19]1[CH2:23][CH2:22][N:21]([CH2:24][C:25]2[CH:30]=[CH:29][CH:28]=[CH:27][CH:26]=2)[CH2:20]1)=[O:17]>>[CH2:24]([N:21]1[CH2:22][CH2:23][C@H:19]([NH:18][C:16](=[O:17])[C@@H:15]([NH:14][C:10]([NH:9][C:5]2[CH:6]=[CH:7][CH:8]=[C:3]([C:2]([F:12])([F:13])[F:1])[CH:4]=2)=[O:11])[C:31]([CH3:32])([CH3:34])[CH3:33])[CH2:20]1)[C:25]1[CH:26]=[CH:27][CH:28]=[CH:29][CH:30]=1. Procedure details: Compound 3b was prepared from 3-(trifluoromethyl)phenyl isocyanate and compound 2b, using the method described in Example 9. MS (EI)=476 (M+). Conditions: time 1 hour. Procedure: 6-Bromo-4 methyl-3 pyridinamine (1.03 g, 5.51 mmol) was dissolved in DCM (20 ml) at 0° C. then added Hunig's Base (1.154 ml, 6.61 mmol) followed by pivaloyl chloride (0.745 ml, 6.06 mmol). After stirring for 1 hr, the reaction was not complete. Another equivalent of TEA and pivaloyl chloride were added then stirred for an hour. The reaction was poured into brine and extracted with DCM (2×). The organic layer was separated and dried over Na2SO4, filtered and concentrated. The residue was chromato... The reactants are CCN(C(C)C)C(C)C (Hunig's Base), C(C(C)(C)C)(=O)Cl (pivaloyl chloride), BrC1=CC(=C(C=N1)N)C (6-Bromo-4 methyl-3 pyridinamine), C(C(C)(C)C)(=O)Cl (pivaloyl chloride). Yields the product BrC1=CC(=C(C=N1)NC(C(C)(C)C)=O)C (N-(6-bromo-4-methylpyridin-3-yl) pivalamide). The solvent is C(Cl)Cl (DCM), [Cl-].[Na+].O (brine). As a reaction SMILES: [Br:1][C:2]1[N:7]=[CH:6][C:5]([NH2:8])=[C:4]([CH3:9])[CH:3]=1.CCN(C(C)C)C(C)C.[C:19](Cl)(=[O:24])[C:20]([CH3:23])([CH3:22])[CH3:21]>C(Cl)Cl.[Cl-].[Na+].O>[Br:1][C:2]1[N:7]=[CH:6][C:5]([NH:8][C:19](=[O:24])[C:20]([CH3:23])([CH3:22])[CH3:21])=[C:4]([CH3:9])[CH:3]=1 |f:4.5.6|. Starting materials: CC1(OCC(O1)COCC(CC(=O)OCC)=O)C (ethyl 4-{(2,2-dimethyl-1,3-dioxolan-4-yl)methoxy}acetoacetate), ClC1=C(C=O)C=CC=C1Cl (2,3-dichlorobenzaldehyde), N1CCCCC1 (Piperidine). Solvent: CC(C)O (2-propanol). The product is ClC1=C(C=C(C(=O)OCC)C(=O)COCC2OC(OC2)(C)C)C=CC=C1Cl (ethyl 2-(2,3-dichlorobenzylidene)-4-{(2,2-dimethyl-1,3-dioxolan-4-yl)methoxy}acetoacetate). Yield: 41.5%. As a reaction SMILES: N1CCCCC1.[CH3:7][C:8]1([CH3:24])[O:12][CH:11]([CH2:13][O:14][CH2:15][C:16](=[O:23])[CH2:17][C:18]([O:20][CH2:21][CH3:22])=[O:19])[CH2:10][O:9]1.[Cl:25][C:26]1[C:33]([Cl:34])=[CH:32][CH:31]=[CH:30][C:27]=1[CH:28]=O>CC(O)C>[Cl:25][C:26]1[C:33]([Cl:34])=[CH:32][CH:31]=[CH:30][C:27]=1[CH:28]=[C:17]([C:16]([CH2:15][O:14][CH2:13][CH:11]1[CH2:10][O:9][C:8]([CH3:7])([CH3:24])[O:12]1)=[O:23])[C:18]([O:20][CH2:21][CH3:22])=[O:19]. Procedure: Piperidine (1.0 g) was added dropwise over 5 minutes to a stirred, ice-cooled solution of ethyl 4-{(2,2-dimethyl-1,3-dioxolan-4-yl)methoxy}acetoacetate (26.0 g) (see Preparation 5) and 2,3-dichlorobenzaldehyde (17.5 g) in 2-propanol (200 ml) and the mixture was stirred with ice-cooling for 2 hours and at room temperature for 14 hours. The mixture was evaporated and the residue twice taken up in toluene and evaporated. The residue was purified by chromatography on silica (150 g) using toluene plu... Starting materials: O=C([O-])[O-], CCNC(=O)Nc1cc(-c2nc(C(F)(F)F)cs2)c(B2OC(C)(C)C(C)(C)O2)cn1, [Cs+], [Cs+], CCOC(=O)c1cn(CCOC)c2ccc(I)cc2c1=O, C1COCCO1, c1ccc(P(c2ccccc2)(c2ccccc2)[Pd](P(c2ccccc2)(c2ccccc2)c2ccccc2)(P(c2ccccc2)(c2ccccc2)c2ccccc2)P(c2ccccc2)(c2ccccc2)c2ccccc2)cc1. Yields the product CCNC(=O)Nc1cc(-c2nc(C(F)(F)F)cs2)c(-c2ccc3c(c2)c(=O)c(C(=O)OCC)cn3CCOC)cn1. Reaction SMILES: [C:52](=[O:53])([O-:54])[O-:55].[CH2:1]([CH3:2])[NH:3][C:4](=[O:5])[NH:6][c:7]1[n:8][cH:9][c:10]([B:22]2[O:23][C:24]([CH3:25])([CH3:26])[C:27]([CH3:28])([CH3:29])[O:30]2)[c:11](-[c:13]2[s:14][cH:15][c:16]([C:18]([F:19])([F:20])[F:21])[n:17]2)[cH:12]1.[Cs+:56].[Cs+:57].[I:31][c:32]1[cH:33][c:34]2[c:35](=[O:51])[c:36]([C:46](=[O:47])[O:48][CH2:49][CH3:50])[cH:37][n:38]([CH2:42][CH2:43][O:44][CH3:45])[c:39]2[cH:40][cH:41]1.[O:58]1[CH2:59][CH2:60][O:61][CH2:62][CH2:63]1.[cH:64]1[cH:65][cH:66][c:67]([P:68]([Pd:69]([P:70]([c:71]2[cH:72][cH:73][cH:74][cH:75][cH:76]2)([c:77]2[cH:78][cH:79][cH:80][cH:81][cH:82]2)[c:83]2[cH:84][cH:85][cH:86][cH:87][cH:88]2)([P:89]([c:90]2[cH:91][cH:92][cH:93][cH:94][cH:95]2)([c:96]2[cH:97][cH:98][cH:99][cH:100][cH:101]2)[c:102]2[cH:103][cH:104][cH:105][cH:106][cH:107]2)[P:108]([c:109]2[cH:110][cH:111][cH:112][cH:113][cH:114]2)([c:115]2[cH:116][cH:117][cH:118][cH:119][cH:120]2)[c:121]2[cH:122][cH:123][cH:124][cH:125][cH:126]2)([c:127]2[cH:128][cH:129][cH:130][cH:131][cH:132]2)[c:133]2[cH:134][cH:135][cH:136][cH:137][cH:138]2)[cH:139][cH:140]1>>[CH2:1]([CH3:2])[NH:3][C:4](=[O:5])[NH:6][c:7]1[n:8][cH:9][c:10](-[c:32]2[cH:33][c:34]3[c:35](=[O:51])[c:36]([C:46](=[O:47])[O:48][CH2:49][CH3:50])[cH:37][n:38]([CH2:42][CH2:43][O:44][CH3:45])[c:39]3[cH:40][cH:41]2)[c:11](-[c:13]2[s:14][cH:15][c:16]([C:18]([F:19])([F:20])[F:21])[n:17]2)[cH:12]1. The reactants are COc1cc2ccc(S(=O)(=O)NC(CCCNC(=N)N)C(=O)O)cc2cc1OC, CCOCC, O=S(Cl)Cl. The product is COc1cc2ccc(S(=O)(=O)NC(CCCNC(=N)N)C(=O)Cl)cc2cc1OC. Reaction SMILES: [CH3:1][O:2][c:3]1[cH:4][c:5]2[cH:6][cH:7][c:8]([S:15](=[O:16])(=[O:17])[NH:18][CH:19]([CH2:20][CH2:21][CH2:22][NH:23][C:24]([NH2:25])=[NH:26])[C:27](=[O:28])[OH:29])[cH:9][c:10]2[cH:11][c:12]1[O:13][CH3:14].[CH3:30][CH2:31][O:32][CH2:33][CH3:34].[S:35]([Cl:36])([Cl:37])=[O:38]>>[CH3:1][O:2][c:3]1[cH:4][c:5]2[cH:6][cH:7][c:8]([S:15](=[O:16])(=[O:17])[NH:18][CH:19]([CH2:20][CH2:21][CH2:22][NH:23][C:24]([NH2:25])=[NH:26])[C:27](=[O:29])[Cl:37])[cH:9][c:10]2[cH:11][c:12]1[O:13][CH3:14].